From a dataset of the Open Reaction Database (ORD), a public repository of structured organic reaction records. describe an organic reaction: reactants, conditions, products, and yield The reactants are OO (H2O2), C(=O)(C(F)(F)F)OC(=O)C(F)(F)F (TFAA), CN(CCNC=1N=[N+](C2=C(N1)C=C1CCCC1=C2)[O-])C (N1,N1-Dimethyl-N2-(1-oxido-7,8-dihydro-6H-indeno[5,6-e][1,2,4]triazin-3-yl)-1,2-ethanediamine), C(=O)(C(F)(F)F)O (TFA). The solvent is N (NH3), C(Cl)Cl (DCM), C(Cl)(Cl)Cl (CHCl3). Reaction conditions: temperature 0 celsius, time 5 minute. The product is [O-][N+]1=NC(=[N+](C2=C1C=C1CCCC1=C2)[O-])NCCN(C)C (N1-(1,4-Dioxido-7,8-dihydro-6H-indeno[5,6-e][1,2,4]triazin-3-yl)-N2,N2-dimethyl-1,2-ethanediamine). Yield: 54.4%. Reaction SMILES: OO.C(OC(C(F)(F)F)=O)(C(F)(F)F)=[O:4].[CH3:16][N:17]([CH3:35])[CH2:18][CH2:19][NH:20][C:21]1[N:22]=[N+:23]([O-:34])[C:24]2[CH:33]=[C:32]3[C:28]([CH2:29][CH2:30][CH2:31]3)=[CH:27][C:25]=2[N:26]=1.C(O)(C(F)(F)F)=O>C(Cl)Cl.C(Cl)(Cl)Cl.N>[O-:34][N+:23]1[C:24]2[CH:33]=[C:32]3[C:28](=[CH:27][C:25]=2[N+:26]([O-:4])=[C:21]([NH:20][CH2:19][CH2:18][N:17]([CH3:35])[CH3:16])[N:22]=1)[CH2:29][CH2:30][CH2:31]3. Procedure: H2O2 (70%, 0.54 mL, ca. 10.8 mmol) was added dropwise to a stirred solution of TFAA (1.5 mL, 10.8 mmol) in DCM (10 mL) at 0° C. The solution was stirred at 0° C. for 5 min, warmed to 20° C. for 10 min, then cooled to 0° C. and added to a stirred solution of 1-oxide 22 (294 mg, 1.1 mmol) and TFA (0.17 mL, 2.2 mmol) in CHCl3 (15 mL) at 0° C. The solution was stirred at 20° C. for 6 h, diluted with dilute aqueous NH3 solution (10 mL) and extracted with CHCl3 (4×50 mL). The combined organic fraction... Reactants: CCOCCn1c(NC2CCN(CCC3(Cc4ccc(OC)cc4)CCN(Cc4cc(OC)c(OC)c(OC)c4)C3=O)CC2)nc2ccccc21, CCOC(C)=O, CS(=O)(=O)O, CCOCC. The product is CCOCCn1c(NC2CCN(CCC3(Cc4ccc(OC)cc4)CCN(Cc4cc(OC)c(OC)c(OC)c4)C3=O)CC2)nc2ccccc21, CS(=O)(=O)O. Reaction SMILES: [CH3:1][O:2][c:3]1[cH:4][c:5]([CH2:6][N:7]2[C:8](=[O:44])[C:9]([CH2:12][c:13]3[cH:14][cH:15][c:16]([O:19][CH3:20])[cH:17][cH:18]3)([CH2:21][CH2:22][N:23]3[CH2:24][CH2:25][CH:26]([NH:29][c:30]4[n:31][c:32]5[c:33]([n:34]4[CH2:35][CH2:36][O:37][CH2:38][CH3:39])[cH:40][cH:41][cH:42][cH:43]5)[CH2:27][CH2:28]3)[CH2:10][CH2:11]2)[cH:45][c:46]([O:50][CH3:51])[c:47]1[O:48][CH3:49].[CH3:52][CH2:53][O:54][C:55](=[O:56])[CH3:57].[CH3:58][S:59]([OH:60])(=[O:61])=[O:62].[CH3:63][CH2:64][O:65][CH2:66][CH3:67]>>[CH3:1][O:2][c:3]1[cH:4][c:5]([CH2:6][N:7]2[C:8](=[O:44])[C:9]([CH2:12][c:13]3[cH:14][cH:15][c:16]([O:19][CH3:20])[cH:17][cH:18]3)([CH2:21][CH2:22][N:23]3[CH2:24][CH2:25][CH:26]([NH:29][c:30]4[n:31][c:32]5[c:33]([n:34]4[CH2:35][CH2:36][O:37][CH2:38][CH3:39])[cH:40][cH:41][cH:42][cH:43]5)[CH2:27][CH2:28]3)[CH2:10][CH2:11]2)[cH:45][c:46]([O:50][CH3:51])[c:47]1[O:48][CH3:49].[CH3:58][S:59](=[O:60])(=[O:61])[OH:62]. The reactants are ClC1=CC(=C(CN2N=CC3=CC(=CC=C23)\C=C/2\C(N(C(S2)=O)C[C@H]2NC[C@@H](C2)F)=O)C=C1)C(F)(F)F ((5Z)-5-({1-[4-chloro-2-(trifluoromethyl)benzyl]-1H-indazol-5-yl}methylidene)-3-{[(2S,4R)-4-fluoropyrrolidin-2-yl]methyl}-1,3-thiazolidine-2,4-dione), COCCBr (2-bromoethyl methyl ether). The product is ClC1=CC(=C(CN2N=CC3=CC(=CC=C23)\C=C/2\C(N(C(S2)=O)C[C@H]2N(C[C@@H](C2)F)CCOC)=O)C=C1)C(F)(F)F ((5Z)-5-({1-[4-Chloro-2-(trifluoromethyl)benzyl]-1H-indazol-5-yl}methylidene)-3-{[(2S,4R)-4-fluoro-1-(2-methoxyethyl)pyrrolidin-2-yl]methyl}-1,3-thiazolidine-2,4-dione). RXN SMILES: [Cl:1][C:2]1[CH:32]=[CH:31][C:5]([CH2:6][N:7]2[C:15]3[C:10](=[CH:11][C:12](/[CH:16]=[C:17]4/[C:18](=[O:30])[N:19]([CH2:23][C@@H:24]5[CH2:28][C@@H:27]([F:29])[CH2:26][NH:25]5)[C:20](=[O:22])[S:21]/4)=[CH:13][CH:14]=3)[CH:9]=[N:8]2)=[C:4]([C:33]([F:36])([F:35])[F:34])[CH:3]=1.[CH3:37][O:38][CH2:39][CH2:40]Br>>[Cl:1][C:2]1[CH:32]=[CH:31][C:5]([CH2:6][N:7]2[C:15]3[C:10](=[CH:11][C:12](/[CH:16]=[C:17]4/[C:18](=[O:30])[N:19]([CH2:23][C@@H:24]5[CH2:28][C@@H:27]([F:29])[CH2:26][N:25]5[CH2:40][CH2:39][O:38][CH3:37])[C:20](=[O:22])[S:21]/4)=[CH:13][CH:14]=3)[CH:9]=[N:8]2)=[C:4]([C:33]([F:36])([F:35])[F:34])[CH:3]=1. Reported procedure: (5Z)-5-({1-[4-Chloro-2-(trifluoromethyl)benzyl]-1H-indazol-5-yl}methylidene)-3-{[(2S,4R)-4-fluoro-1-(2-methoxyethyl)pyrrolidin-2-yl]methyl}-1,3-thiazolidine-2,4-dione was prepared from (5Z)-5-({1-[4-chloro-2-(trifluoromethyl)benzyl]-1H-indazol-5-yl}methylidene)-3-{[(2S,4R)-4-fluoropyrrolidin-2-yl]methyl}-1,3-thiazolidine-2,4-dione (Example 184) and 2-bromoethyl methyl ether following General Procedure S. The reactants are C(C)(C)OP(OC(C)C)(=O)COCCC=1C(=C2C(OCC2=C(C1OC)C)=O)OCC[Si](C)(C)C ({2-[6-methoxy-7-methyl-3-oxo-4-(2-trimethylsilanyl-ethoxy)-1,3-dihydro-isobenzofuran-5-yl]-ethoxymethyl}-phosphonic acid diisopropyl ester), N1=C(C=CC=C1C)C (2,6-lutidine), C[Si](C)(C)Br (trimethylsilyl bromide). Solvent: C(C)#N (acetonitrile). Reaction conditions: time 18 hour. The product is OC1=C2C(OCC2=C(C(=C1CCOCP(O)(O)=O)OC)C)=O ([2-(4-Hydroxy-6-methoxy-7-methyl-3-oxo-1,3-dihydro-isobenzofuran-5-yl)-ethoxymethyl]-phosphonic acid). RXN SMILES: C([O:4][P:5]([CH2:11][O:12][CH2:13][CH2:14][C:15]1[C:16]([O:28]CC[Si](C)(C)C)=[C:17]2[C:21](=[C:22]([CH3:26])[C:23]=1[O:24][CH3:25])[CH2:20][O:19][C:18]2=[O:27])(=[O:10])[O:6]C(C)C)(C)C.N1C(C)=CC=CC=1C.C[Si](Br)(C)C>C(#N)C>[OH:28][C:16]1[C:15]([CH2:14][CH2:13][O:12][CH2:11][P:5](=[O:4])([OH:10])[OH:6])=[C:23]([O:24][CH3:25])[C:22]([CH3:26])=[C:21]2[C:17]=1[C:18](=[O:27])[O:19][CH2:20]2. Procedure details: To a solution of {2-[6-methoxy-7-methyl-3-oxo-4-(2-trimethylsilanyl-ethoxy)-1,3-dihydro-isobenzofuran-5-yl]-ethoxymethyl}-phosphonic acid diisopropyl ester (7.5 mg, 0.014 mmol) in acetonitrile (2 mL) and 2,6-lutidine (25 μL, 0.21 mmol) was added trimethylsilyl bromide (27 μL, 0.21 mmol) at room temperature. The reaction was allowed to proceed for 18 hours when completion of the reaction was indicated by LCMS. The reaction was quenched by addition of MeOH and concentration. The residue was purifi... Reactants: ClC=1C(C(=C(C(C1Cl)=O)Cl)Cl)=O (2,3,5,6-tetrachloro-p-benzoquinone), C(C)(=O)O (acetic acid), N,N-dimethylformamidodimethylacetal, OC1=CC=C(N)C=C1 (4-hydroxyaniline), O=C(CC(=O)OC)C=CC=1NC=CC1 (methyl 3-oxo-5-(pyrrol-2-yl)-4-pentenoate). Solvent: O1CCOCC1 (dioxane), O1CCOCC1 (dioxane), C1=CC=CC=C1 (benzene). The product is OC1=CC=C(C=C1)N1C=C(C(=O)O)C(C=C1C=1NC=CC1)=O (1-(4-hydroxyphenyl)-4-oxo-6-(pyrrol-2-yl)-1,4-dihydronicotinic acid). Yield: 46.1%. Reaction SMILES: [O:1]=[C:2]([CH:8]=[CH:9][C:10]1[NH:11][CH:12]=[CH:13][CH:14]=1)[CH2:3][C:4]([O:6]C)=[O:5].[OH:15][C:16]1[CH:22]=[CH:21][C:19]([NH2:20])=[CH:18][CH:17]=1.Cl[C:24]1C(=O)C(Cl)=C(Cl)C(=O)C=1Cl.C(O)(=O)C>C1C=CC=CC=1.O1CCOCC1>[OH:15][C:16]1[CH:22]=[CH:21][C:19]([N:20]2[C:9]([C:10]3[NH:11][CH:12]=[CH:13][CH:14]=3)=[CH:8][C:2](=[O:1])[C:3]([C:4]([OH:6])=[O:5])=[CH:24]2)=[CH:18][CH:17]=1. Procedure: In 5 ml of benzene was dissolved 1 g of methyl 3-oxo-5-(pyrrol-2-yl)-4-pentenoate and to this solution was added 0.74 g of N,N-dimethylformamidodimethylacetal. They were reacted at 70° C. for 1.5 hours. To the reaction mixture was then added 0.56 g of 4-hydroxyaniline, and they were further reacted at room temperature for 1 hour. The precipitated crystals were collected by filtration and dissolved in 10 ml of N,N-dimethylformamide. They were reacted at 140° C. for 3 hours. After completion of th... Starting materials: C(CC)N=C=O (n-propyl isocyanate), COC=1C=CC2=C(OC(=CO2)CN)C1 ((7-Methoxy-1,4benzodioxin-2yl)methanamine), [N-]=C=O (isocyanate). The reagents and catalysts are O (water). The solvent is C1(=CC=CC=C1)C (toluene). Reaction conditions: time 4 hour. Yields the product COC=1C=CC2=C(OC(=CO2)CNC(=O)NCCC)C1 (N-[(7-Methoxy-1,4-benzodioxin-2-yl)methyl]-N′-propylurea). RXN SMILES: [CH3:1][O:2][C:3]1[CH:4]=[CH:5][C:6]2[O:11][CH:10]=[C:9]([CH2:12][NH2:13])[O:8][C:7]=2[CH:14]=1.[CH2:15]([N:18]=[C:19]=[O:20])[CH2:16][CH3:17].[N-]=C=O>C1(C)C=CC=CC=1.O>[CH3:1][O:2][C:3]1[CH:4]=[CH:5][C:6]2[O:11][CH:10]=[C:9]([CH2:12][NH:13][C:19]([NH:18][CH2:15][CH2:16][CH3:17])=[O:20])[O:8][C:7]=2[CH:14]=1. Procedure details: The amine obtained in Step C of Example 24 is dissolved in 16 ml of anhydrous toluene; 0.78 g (9.17 mmol) of n-propyl isocyanate is then added to the medium. After 4 hours of stirring under an inert atmosphere and at ambient temperature, the excess of isocyanate is neutralised with a few drops of water. The solvent is then evaporated in vacuo. The residue obtained is purified on a silica column (eluant: MeOH/CH2Cl2: 10/90) to yield the title urea in the form of a white solid. Starting materials: CC(=O)N(Cc1cc(C(F)(F)F)cc(C(F)(F)F)c1)C1CCCN(C(=O)OC(C)C)c2c(Br)cccc21, CC(=O)N(Cc1cc(C(F)(F)F)cc(C(F)(F)F)c1)C1CCCN(C(=O)OC(C)C)c2cc(N)ccc21. Product: CC(=O)N(Cc1cc(C(F)(F)F)cc(C(F)(F)F)c1)C1CCCN(C(=O)OC(C)C)c2c(N)cccc21. RXN SMILES: [C:1]([CH3:2])(=[O:3])[N:4]([CH:5]1[c:6]2[c:7]([c:18]([Br:22])[cH:19][cH:20][cH:21]2)[N:8]([C:12](=[O:13])[O:14][CH:15]([CH3:16])[CH3:17])[CH2:9][CH2:10][CH2:11]1)[CH2:23][c:24]1[cH:25][c:26]([C:34]([F:35])([F:36])[F:37])[cH:27][c:28]([C:30]([F:31])([F:32])[F:33])[cH:29]1.[C:38]([N:41]([CH2:39][c:40]1[cH:42][c:43]([C:44]([F:45])([F:46])[F:47])[cH:48][c:49]([C:50]([F:51])([F:52])[F:53])[cH:54]1)[CH:55]1[CH2:56][CH2:57][CH2:58][N:59]([C:60]([O:61][CH:62]([CH3:63])[CH3:64])=[O:65])[c:66]2[cH:67][c:68]([NH2:69])[cH:70][cH:71][c:72]21)(=[O:73])[CH3:74]>>[C:1]([CH3:2])(=[O:3])[N:4]([CH:5]1[c:6]2[c:7]([c:18]([NH2:41])[cH:19][cH:20][cH:21]2)[N:8]([C:12](=[O:13])[O:14][CH:15]([CH3:16])[CH3:17])[CH2:9][CH2:10][CH2:11]1)[CH2:23][c:24]1[cH:25][c:26]([C:34]([F:35])([F:36])[F:37])[cH:27][c:28]([C:30]([F:31])([F:32])[F:33])[cH:29]1. The reactants are C(CCC)C=1N(C(NN1)=O)CC1=CC=C(C=C1)C1=C(C=CC=C1)C#N (5-n-butyl-4-[(2'-cyanobiphenyl-4-yl)methyl)-2,4-dihydro-3H-1,2,4-triazol-3-one), BrC(C(=O)OC)C (methyl 2-bromopropionate), [H-].[Na+] (sodium hydride). Yields the product C(CCC)C=1N(C(N(N1)C(C)C(=O)OC)=O)CC1=CC=C(C=C1)C1=C(C=CC=C1)C#N (5-n-Butyl-2,4-dihydro-2-[1-(carbomethoxy)ethyl]-4-[(2'-cyanobiphenyl-4-yl)methyl]-3H-1,2,4-triazol-3-one). Yield: 84.0%. As a reaction SMILES: [CH2:1]([C:5]1[N:6]([CH2:11][C:12]2[CH:17]=[CH:16][C:15]([C:18]3[CH:23]=[CH:22][CH:21]=[CH:20][C:19]=3[C:24]#[N:25])=[CH:14][CH:13]=2)[C:7](=[O:10])[NH:8][N:9]=1)[CH2:2][CH2:3][CH3:4].Br[CH:27]([CH3:32])[C:28]([O:30][CH3:31])=[O:29].[H-].[Na+]>>[CH2:1]([C:5]1[N:6]([CH2:11][C:12]2[CH:17]=[CH:16][C:15]([C:18]3[CH:23]=[CH:22][CH:21]=[CH:20][C:19]=3[C:24]#[N:25])=[CH:14][CH:13]=2)[C:7](=[O:10])[N:8]([CH:27]([C:28]([O:30][CH3:31])=[O:29])[CH3:32])[N:9]=1)[CH2:2][CH2:3][CH3:4] |f:2.3|. Procedure details: The alkylation of 5-n-butyl-4-[(2'-cyanobiphenyl-4-yl)methyl)-2,4-dihydro-3H-1,2,4-triazol-3-one (from Example 9, Step C) with methyl 2-bromopropionate was carried out as described in Example 3, Step A, except that no excess sodium hydride was used. After work-up, the residue was flash chromatographed over silica gel (eluted with 0.5% MeOH/CH2Cl2) to give the desired material in 84% yield as a colorless oil, homogeneous by TLC in 2% MeOH/CH2Cl2, mass spectrum (FAB) 419 (M+1)+. The reactants are C(C)(C)(C)OC(=O)N1C[C@@H](C[C@@H](C1)N(CC(C)C)C(=O)C=1C(=NC(=NC1)C(C)(C)C)NCC=1OC=CC1)C(=O)O ((3R*,5S*)-1-(tert-Butoxycarbonyl)-5-[({2-tert-butyl-4-[(2-furylmethyl)amino]pyrimidin-5-yl}carbonyl)(isobutyl)amino]piperidine-3-carboxylic acid), CC1=NN=NN1 (5-methyl-1H-tetrazole), C1CCC(CC1)N=C=NC2CCCCC2 (DCC). Run in C1(=CC=CC=C1)C (toluene). Conditions: temperature 100 celsius, time 14 hour. Yields the product C(C)(C)(C)C1=NC=C(C(=N1)NCC=1OC=CC1)C(=O)N([C@@H]1CN(C[C@@H](C1)C=1OC(=NN1)C)C(=O)OC(C)(C)C)CC(C)C (tert-butyl (3S*,5R*)-3-[({2-tert-butyl-4-[(furan-2-ylmethyl)amino]pyrimidin-5-yl}carbonyl)(2-methylpropyl)amino]-5-(5-methyl-1,3,4-oxadiazol-2-yl)piperidine-1-carboxylate). Isolated yield 58.3%. RXN SMILES: [C:1]([O:5][C:6]([N:8]1[CH2:13][C@@H:12]([N:14]([C:19]([C:21]2[C:22]([NH:31][CH2:32][C:33]3[O:34][CH:35]=[CH:36][CH:37]=3)=[N:23][C:24]([C:27]([CH3:30])([CH3:29])[CH3:28])=[N:25][CH:26]=2)=[O:20])[CH2:15][CH:16]([CH3:18])[CH3:17])[CH2:11][C@@H:10]([C:38](O)=[O:39])[CH2:9]1)=[O:7])([CH3:4])([CH3:3])[CH3:2].[CH3:41][C:42]1NN=[N:44][N:43]=1.C1CCC(N=C=NC2CCCCC2)CC1>C1(C)C=CC=CC=1>[C:27]([C:24]1[N:23]=[C:22]([NH:31][CH2:32][C:33]2[O:34][CH:35]=[CH:36][CH:37]=2)[C:21]([C:19]([N:14]([CH2:15][CH:16]([CH3:17])[CH3:18])[C@H:12]2[CH2:11][C@@H:10]([C:38]3[O:39][C:42]([CH3:41])=[N:43][N:44]=3)[CH2:9][N:8]([C:6]([O:5][C:1]([CH3:3])([CH3:4])[CH3:2])=[O:7])[CH2:13]2)=[O:20])=[CH:26][N:25]=1)([CH3:29])([CH3:30])[CH3:28]. Reported procedure: (3R*,5S*)-1-(tert-Butoxycarbonyl)-5-[({2-tert-butyl-4-[(2-furylmethyl)amino]pyrimidin-5-yl}carbonyl)(isobutyl)amino]piperidine-3-carboxylic acid (120 mg) and 5-methyl-1H-tetrazole (22 mg) were suspended in toluene (3 ml), DCC (60 mg) was added and the mixture was stirred at 100° C. for 14 hr. The reaction mixture was cooled to room temperature, and concentrated under reduced pressure. The residue was subjected to silica gel column chromatography, and the fraction eluted with ethyl acetate-hexane... Starting materials: B, C1CCOC1, N#CCc1c[nH]c2ccc([N+](=O)[O-])cc12, O. Product: NCCc1c[nH]c2ccc([N+](=O)[O-])cc12. As a reaction SMILES: [BH3:16].[CH2:18]1[O:19][CH2:20][CH2:21][CH2:22]1.[N+:1](=[O:2])([O-:3])[c:4]1[cH:5][c:6]2[c:7]([CH2:13][C:14]#[N:15])[cH:8][nH:9][c:10]2[cH:11][cH:12]1.[OH2:17]>>[N+:1](=[O:2])([O-:3])[c:4]1[cH:5][c:6]2[c:7]([CH2:13][CH2:14][NH2:15])[cH:8][nH:9][c:10]2[cH:11][cH:12]1.